From a dataset of the Open Reaction Database (ORD), a public repository of structured organic reaction records. describe an organic reaction: reactants, conditions, products, and yield Starting materials: CC(=O)O, [N-]=[N+]=CC(=O)C1CCCN1C(=O)C1CCCN1C(=O)NCc1ccccc1, C1COCCO1. Yields the product CC(=O)OCC(=O)C1CCCN1C(=O)C1CCCN1C(=O)NCc1ccccc1. Reaction SMILES: [C:34]([CH3:35])(=[O:36])[OH:37].[N+:1](=[N-:2])=[CH:3][C:4](=[O:5])[CH:6]1[N:7]([C:11](=[O:12])[CH:13]2[N:14]([C:18](=[O:19])[NH:20][CH2:21][c:22]3[cH:23][cH:24][cH:25][cH:26][cH:27]3)[CH2:15][CH2:16][CH2:17]2)[CH2:8][CH2:9][CH2:10]1.[O:28]1[CH2:29][CH2:30][O:31][CH2:32][CH2:33]1>>[CH2:3]([C:4](=[O:5])[CH:6]1[N:7]([C:11](=[O:12])[CH:13]2[N:14]([C:18](=[O:19])[NH:20][CH2:21][c:22]3[cH:23][cH:24][cH:25][cH:26][cH:27]3)[CH2:15][CH2:16][CH2:17]2)[CH2:8][CH2:9][CH2:10]1)[O:37][C:34]([CH3:35])=[O:36]. Starting materials: COC1=CC2=C(C(CNCC2)OC2=CC=C(C=C2)F)C=C1OC (7,8-Dimethoxy-1-(4-fluorophenoxy)-2,3,4,5-tetrahydro-3-benzazepine), C(=O)O (formic acid), C=O (formaldehyde). Solvent: O (water), C([O-])([O-])=O.[Na+].[Na+] (sodium carbonate). Conditions: temperature 75 celsius, time 1 hour. Yields the product C(\C=C/C(=O)O)(=O)O.COC1=CC2=C(C(CN(CC2)C)OC2=CC=C(C=C2)F)C=C1OC (7,8-dimethoxy-1-(4-fluorophenoxy)-3-methyl-2,3,4,5-tetrahydro-3-benzazepine maleate). The yield is 55.0%. As a reaction SMILES: [CH3:1][O:2][C:3]1[C:21]([O:22][CH3:23])=[CH:20][C:6]2[CH:7]([O:12][C:13]3[CH:18]=[CH:17][C:16]([F:19])=[CH:15][CH:14]=3)[CH2:8][NH:9][CH2:10][CH2:11][C:5]=2[CH:4]=1.C=[O:25].[CH:26]([OH:28])=[O:27]>O.C(=O)([O-])[O-].[Na+].[Na+]>[C:21]([OH:22])(=[O:25])/[CH:20]=[CH:6]\[C:26]([OH:28])=[O:27].[CH3:1][O:2][C:3]1[C:21]([O:22][CH3:23])=[CH:20][C:6]2[CH:7]([O:12][C:13]3[CH:14]=[CH:15][C:16]([F:19])=[CH:17][CH:18]=3)[CH2:8][N:9]([CH3:26])[CH2:10][CH2:11][C:5]=2[CH:4]=1 |f:4.5.6,7.8|. Reported procedure: 7,8-Dimethoxy-1-(4-fluorophenoxy)-2,3,4,5-tetrahydro-3-benzazepine (3.5 g, 11 m mole) of Example 42 was dissolved in 9 ml 95% formic acid and to this was added 8 ml 37% formaldehyde solution. The mixture was stirred at 75° C. for one hour, then was cooled, diluted with water and basified with sodium carbonate. The oil which separated was extracted with ether then was washed with water, dried (saturated NaCl, anhydrous MgSO4), filtered and evaporated to an oil. The oil was converted as in Example... The reactants are C(C)(C)(C)OC(=O)N1C2C1CC1=CC=CC=C21 ((±) N-tert-butoxycarbonyl-1,2-iminoindane), C1(=CC=CC=C1)C1=CC=C(C=C1)O (4-phenylphenol). Reagents/catalysts: C1(=CC=C(C=C1)S(=O)(=O)[O-])C.[NH+]1=CC=CC=C1 (pyridinium p-toluenesulfonate). Run in C(Cl)(Cl)Cl (chloroform). Yields the product C1(=CC=CC=C1)C1=CC=C(O[C@H]2[C@H](CC3=CC=CC=C23)NC(=O)OC(C)(C)C)C=C1 ((±)cis-1-(4-Phenylphenoxy)-2-tert-butoxycarbonylaminoindane). Isolated yield 33.4%. As a reaction SMILES: [C:1]([O:5][C:6]([N:8]1[CH:10]2[CH2:11][C:12]3[C:17]([CH:9]12)=[CH:16][CH:15]=[CH:14][CH:13]=3)=[O:7])([CH3:4])([CH3:3])[CH3:2].[C:18]1([C:24]2[CH:29]=[CH:28][C:27]([OH:30])=[CH:26][CH:25]=2)[CH:23]=[CH:22][CH:21]=[CH:20][CH:19]=1>C(Cl)(Cl)Cl.C1(C)C=CC(S([O-])(=O)=O)=CC=1.[NH+]1C=CC=CC=1>[C:18]1([C:24]2[CH:25]=[CH:26][C:27]([O:30][C@@H:9]3[C:17]4[C:12](=[CH:13][CH:14]=[CH:15][CH:16]=4)[CH2:11][C@@H:10]3[NH:8][C:6]([O:5][C:1]([CH3:4])([CH3:3])[CH3:2])=[O:7])=[CH:28][CH:29]=2)[CH:19]=[CH:20][CH:21]=[CH:22][CH:23]=1 |f:3.4|. Procedure details: A solution of (±) N-tert-butoxycarbonyl-1,2-iminoindane (5 g, 22 mmol), 4-phenylphenol (3.73 g, 22 mmol) and pyridinium p-toluenesulfonate (108 mg) in chloroform (150 ml) was heated at reflux for 2 h. On cooling, the solution was washed sequentially with 10% aq. NaOH, water and then brine. After drying over MgSO4, solvents were removed in vacuo and the resultant brown oil subjected to column chromatography on silica gel eluting with 20% diethyl ether in hexanes to afford the title compound (2.95... Starting materials: triethyl phosphonopropionate, [H-].[Na+] (sodium hydride), O1CCCC1 (tetrahydrofuran), O1CCCC1 (tetrahydrofuran), CNC=1C=C(C=CC1)C1=CC=C(C=C1)C=O (3′-methylaminobiphenyl-4-carbaldehyde), O1CCCC1 (tetrahydrofuran), [Cl-].[NH4+] (ammonium chloride), C(C)(=O)OCC (ethyl acetate). Conditions: temperature 0 celsius, time 15 minute. The product is CC(C(=O)OCC)=CC1=CC=C(C=C1)C1=CC(=CC=C1)NC (ethyl 2-methyl-3-(3′-methylaminobiphenyl-4-yl)acrylate). The yield is 67.0%. Reaction SMILES: [H-].[Na+].[CH3:3][NH:4][C:5]1[CH:6]=[C:7]([C:11]2[CH:16]=[CH:15][C:14]([CH:17]=O)=[CH:13][CH:12]=2)[CH:8]=[CH:9][CH:10]=1.[Cl-].[NH4+].[C:21]([O:24][CH2:25][CH3:26])(=[O:23])[CH3:22].O1CCC[CH2:28]1>>[CH3:28][C:22](=[CH:17][C:14]1[CH:13]=[CH:12][C:11]([C:7]2[CH:8]=[CH:9][CH:10]=[C:5]([NH:4][CH3:3])[CH:6]=2)=[CH:16][CH:15]=1)[C:21]([O:24][CH2:25][CH3:26])=[O:23] |f:0.1,3.4|. Procedure details: At 0° C., a solution of 1.6 mL (9.5 mmol) of triethyl phosphonopropionate in 5 mL of tetrahydrofuran is added to a suspension of 379 mg (9.5 mmol) of sodium hydride in 5 mL of tetrahydrofuran. The mixture is stirred for 15 minutes at 0° C. and a solution of 800 mg (3.8 mmol) of 3′-methylaminobiphenyl-4-carbaldehyde in 5 mL of tetrahydrofuran is then added. The reaction mixture is stirred for 12 hours at room temperature. The reaction is worked up by addition of 50 mL of saturated ammonium chlori... The reactants are BrC1=NC=C(N=C1)C (2-bromo-5-methylpyrazine), CC(C)[O-].[Na+] (sodium propan-2-olate). Solvent: CC(C)O (2-propanol). Run at temperature 115 celsius. Product: C(C)(C)OC1=NC=C(N=C1)C (2-Isopropoxy-5-methylpyrazine). Yield: 37.9%. As a reaction SMILES: Br[C:2]1[CH:7]=[N:6][C:5]([CH3:8])=[CH:4][N:3]=1.[CH3:9][CH:10]([O-:12])[CH3:11].[Na+]>CC(O)C>[CH:10]([O:12][C:2]1[CH:7]=[N:6][C:5]([CH3:8])=[CH:4][N:3]=1)([CH3:11])[CH3:9] |f:1.2|. Procedure details: To a solution of 2-bromo-5-methylpyrazine (3 g, 17.34 mmol) in 2-propanol (14 mL) was added sodium propan-2-olate (3.56 g, 43.3 mmol) and heated under microwave irradiation at 115° C. for 1.1 h. The organic solvent was evaporated before water was added to the residue. The mixture was extracted with dichloromethane (2×75 mL). The organic phase was dried over sodium sulfate, filtered and concentrated. The residue was purified by silica gel column chromatography to give the title compound as a brow... The reactants are CC(Br)C(=O)Cl, CCOCC, O=C1CNC(=O)N1, O=C1NC(c2ccccc2)(c2ccccc2)C(=O)N1CO. Product: CC(Br)C(=O)OCN1C(=O)NC(c2ccccc2)(c2ccccc2)C1=O. RXN SMILES: [Br:29][CH:30]([C:31](=[O:32])[Cl:33])[CH3:34].[CH2:35]([O:36][CH2:37][CH3:38])[CH3:39].[NH:1]1[CH2:2][C:3](=[O:4])[NH:5][C:6]1=[O:7].[c:8]1([C:14]2([c:23]3[cH:24][cH:25][cH:26][cH:27][cH:28]3)[C:15](=[O:22])[N:16]([CH2:20][OH:21])[C:17](=[O:19])[NH:18]2)[cH:9][cH:10][cH:11][cH:12][cH:13]1>>[c:8]1([C:14]2([c:23]3[cH:24][cH:25][cH:26][cH:27][cH:28]3)[C:15](=[O:22])[N:16]([CH2:20][O:21][C:31]([CH:30]([Br:29])[CH3:34])=[O:32])[C:17](=[O:19])[NH:18]2)[cH:9][cH:10][cH:11][cH:12][cH:13]1. Starting materials: NCC1N(CC2C1CCC2)C(=O)C2=C(C=CC(=C2)C)N2N=CC=N2 ((1-(aminomethyl)hexahydrocyclopenta[c]pyrrol-2(1H)-yl)(5-methyl-2-(2H-1,2,3-triazol-2-yl)phenyl)methanone), CC=1C=CC(=C(C(=O)O)C1)N1N=C(N=C1)C(F)(F)F (5-methyl-2-(3-(trifluoromethyl)-1H-1,2,4-triazol-1-yl)benzoic acid). The product is NCC1N(CC2C1CCC2)C(=O)C2=C(C=CC(=C2)C)N2N=C(N=C2)C(F)(F)F ((1-(Aminomethyl)hexahydrocyclopenta[c]pyrrol-2(1H)-yl)(5-methyl-2-(3-(trifluoromethyl)-1H-1,2,4-triazol-1-yl)phenyl)methanone). As a reaction SMILES: [NH2:1][CH2:2][CH:3]1[CH:7]2[CH2:8][CH2:9][CH2:10][CH:6]2[CH2:5][N:4]1C(C1C=C(C)C=CC=1N1N=CC=N1)=O.[CH3:25][C:26]1[CH:27]=[CH:28][C:29]([N:35]2[CH:39]=[N:38][C:37]([C:40]([F:43])([F:42])[F:41])=[N:36]2)=[C:30]([CH:34]=1)[C:31]([OH:33])=O>>[NH2:1][CH2:2][CH:3]1[CH:7]2[CH2:8][CH2:9][CH2:10][CH:6]2[CH2:5][N:4]1[C:31]([C:30]1[CH:34]=[C:26]([CH3:25])[CH:27]=[CH:28][C:29]=1[N:35]1[CH:39]=[N:38][C:37]([C:40]([F:43])([F:42])[F:41])=[N:36]1)=[O:33]. Procedure details: The title compound was prepared following the same general protocol as described for (1-(aminomethyl)hexahydrocyclopenta[c]pyrrol-2(1H)-yl)(5-methyl-2-(2H-1,2,3-triazol-2-yl)phenyl)methanone in Example A68 using 5-methyl-2-(3-(trifluoromethyl)-1H-1,2,4-triazol-1-yl)benzoic acid. MS (ESI) 394 (M+H). The reactants are Nc1c(Br)c(C2CCCNC2)nc2c(-c3cnc4ccccc4c3)cnn12, CS(=O)(=O)Cl, CCN(C(C)C)C(C)C, CN(C)C=O. Product: CS(=O)(=O)N1CCCC(c2nc3c(-c4cnc5ccccc5c4)cnn3c(N)c2Br)C1. As a reaction SMILES: [Br:1][c:2]1[c:3]([CH:22]2[CH2:23][NH:24][CH2:25][CH2:26][CH2:27]2)[n:4][c:5]2[n:6]([c:7]1[NH2:8])[n:9][cH:10][c:11]2-[c:12]1[cH:13][n:14][c:15]2[cH:16][cH:17][cH:18][cH:19][c:20]2[cH:21]1.[CH3:37][S:38](=[O:39])(=[O:40])[Cl:41].[CH:28]([N:29]([CH2:30][CH3:31])[CH:32]([CH3:33])[CH3:34])([CH3:35])[CH3:36].[O:42]=[CH:43][N:44]([CH3:45])[CH3:46]>>[Br:1][c:2]1[c:3]([CH:22]2[CH2:23][N:24]([S:38]([CH3:37])(=[O:39])=[O:40])[CH2:25][CH2:26][CH2:27]2)[n:4][c:5]2[n:6]([c:7]1[NH2:8])[n:9][cH:10][c:11]2-[c:12]1[cH:13][n:14][c:15]2[cH:16][cH:17][cH:18][cH:19][c:20]2[cH:21]1. The reactants are CCOC(=O)C(C)(C)Br, O=C([O-])[O-], CCCCc1cc(O)ccc1OCCc1nc(-c2ccc(-c3ccccc3)cc2)oc1C, [Cs+], [Cs+], CN(C)C=O. Yields the product CCCCc1cc(OC(C)(C)C(=O)OCC)ccc1OCCc1nc(-c2ccc(-c3ccccc3)cc2)oc1C. Reaction SMILES: [Br:33][C:34]([C:35](=[O:36])[O:37][CH2:38][CH3:39])([CH3:40])[CH3:41].[C:42](=[O:43])([O-:44])[O-:45].[CH2:1]([CH2:2][CH2:3][CH3:4])[c:5]1[cH:6][c:7]([OH:32])[cH:8][cH:9][c:10]1[O:11][CH2:12][CH2:13][c:14]1[n:15][c:16](-[c:20]2[cH:21][cH:22][c:23](-[c:26]3[cH:27][cH:28][cH:29][cH:30][cH:31]3)[cH:24][cH:25]2)[o:17][c:18]1[CH3:19].[Cs+:46].[Cs+:47].[O:48]=[CH:49][N:50]([CH3:51])[CH3:52]>>[CH2:1]([CH2:2][CH2:3][CH3:4])[c:5]1[cH:6][c:7]([O:32][C:34]([C:35](=[O:36])[O:37][CH2:38][CH3:39])([CH3:40])[CH3:41])[cH:8][cH:9][c:10]1[O:11][CH2:12][CH2:13][c:14]1[n:15][c:16](-[c:20]2[cH:21][cH:22][c:23](-[c:26]3[cH:27][cH:28][cH:29][cH:30][cH:31]3)[cH:24][cH:25]2)[o:17][c:18]1[CH3:19].